Task: describe an organic reaction: reactants, conditions, products, and yield. Dataset: the Open Reaction Database (ORD), a public repository of structured organic reaction records Run in C(CO)O (ethylene glycol). As a reaction SMILES: C([O:4][C:5]([C:7]1([CH2:13][CH:14]([CH2:17][CH3:18])[CH2:15][CH3:16])[CH2:12][CH2:11][CH2:10][CH2:9][CH2:8]1)=[O:6])(C)C.[OH-].[K+].OS(O)(=O)=O>C(O)CO>[CH2:17]([CH:14]([CH2:15][CH3:16])[CH2:13][C:7]1([C:5]([OH:6])=[O:4])[CH2:8][CH2:9][CH2:10][CH2:11][CH2:12]1)[CH3:18] |f:1.2|. Yields the product C(C)C(CC1(CCCCC1)C(=O)O)CC (1-(2-ethyl-butyl)-cyclohexanecarboxylic acid). Procedure: 1-(2-Ethyl-butyl)-cyclohexanecarboxylic acid isopropyl ester (3.0 g, 11.8 mmol) was dissolved in ethylene glycol (48 mL). Powdered KOH (6.0 g, 107 mmol) was added and the mixture was stirred 42 h at 160° C. The cooled reaction mixture was slowly added to a stirred mixture of ice-water (120 mL) and 4M H2SO4 (40 mL), and extracted with DCM (2×120 mL). The organic phases were washed with diluted aq. NaCl until neutral, combined, dried over sodium sulfate and concentrated. The residue (2.5 g) was ta... Reaction conditions: temperature 160 celsius, time 42 hour. Reactants: C(C)(C)OC(=O)C1(CCCCC1)CC(CC)CC (1-(2-Ethyl-butyl)-cyclohexanecarboxylic acid isopropyl ester), ice water, OS(=O)(=O)O (H2SO4), [OH-].[K+] (KOH). Yield: 59.9%. Starting materials: COC=1C=C2C=CNC2=CC1O (5-methoxy-6-hydroxyindole), BrCCCCl (1-bromo-3-chloropropane), O (water), [H-].[Na+] (sodium hydride), oil. Solvent: CN(C=O)C (dimethylformamide), CN(C=O)C (dimethylformamide), CN(C=O)C (dimethylformamide). Run at temperature -5 celsius, time 45 minute. Product: ClCCCOC1=C(C=C2C=CNC2=C1)OC (6-(3-Chloropropoxy)-5-methoxyindole). Yield: 108.6%. Reaction SMILES: [H-].[Na+].[CH3:3][O:4][C:5]1[CH:6]=[C:7]2[C:11](=[CH:12][C:13]=1[OH:14])[NH:10][CH:9]=[CH:8]2.Br[CH2:16][CH2:17][CH2:18][Cl:19].O>CN(C)C=O>[Cl:19][CH2:18][CH2:17][CH2:16][O:14][C:13]1[CH:12]=[C:11]2[C:7]([CH:8]=[CH:9][NH:10]2)=[CH:6][C:5]=1[O:4][CH3:3] |f:0.1|. Procedure details: To a stirred suspension of sodium hydride (0.94 g, 19.6 mmol of a 50% oil dispersion) in dimethylformamide (20 ml) under nitrogen and cooled to -5° C. was added, dropwise, 5-methoxy-6-hydroxyindole (3.2 g, 19.6 mmol) dissolved in dimethylformamide (60 ml) so that the temperature did not exceed -2° C. After complete addition, the reaction was stirred for 45 minutes at 0° C. While maintaining the reaction temperature between -5° C. and 0° C., a solution of 1-bromo-3-chloropropane (3.1 g, 19.6 mmol... Reported procedure: To a solution of 31 (1.30 g, 5 mmol) in hexanes (30 mL) which was cooled down to −78° C. under N2, L-selectride (20 mL, 10 mmol) was added dropwise. The resulting mixture was further stirred at this temperature for 1 h, and then quenched with brine and diluted with EtOAc (100 mL). The organic layers were washed with brine, dried, and evaporated. The obtained residue was chromatographed on silica gel eluted with EtOAc/hexanes (0-20%) to obtain 0.80 g (31%) of 32 as a yellowish oil. NMR (CD3OD) δ ... The solvent is hexanes. Reaction SMILES: [Cl:1][C:2]1[N:7]=[CH:6][C:5]([C:8]([C@@H:10]2[CH2:14][O:13][C:12]([CH3:16])([CH3:15])[O:11]2)=[O:9])=[CH:4][C:3]=1[F:17].CCC(C)[BH-](C(C)CC)C(C)CC.[Li+]>>[Cl:1][C:2]1[N:7]=[CH:6][C:5]([C@@H:8]([C@@H:10]2[CH2:14][O:13][C:12]([CH3:15])([CH3:16])[O:11]2)[OH:9])=[CH:4][C:3]=1[F:17] |f:1.2|. Product: ClC1=C(C=C(C=N1)[C@H](O)[C@H]1OC(OC1)(C)C)F ((S)-(6-chloro-5-fluoropyridin-3-yl)-[(S)-2,2-dimethyl-1,3-dioxolan-4-yl]methanol). Conditions: time 1 hour. Starting materials: ClC1=C(C=C(C=N1)C(=O)[C@H]1OC(OC1)(C)C)F ((S)-(6-chloro-5-fluoropyridin-3-yl)-(2,2-dimethyl-1,3-dioxolan-4-yl)methanone), CCC([BH-](C(CC)C)C(CC)C)C.[Li+] (L-selectride). Isolated yield 61.1%. The reactants are C(=O)(O)C=1SC(=CC1)B(O)O (2-carboxythiophene-5-boronic acid), aqueous solution, C(=O)([O-])[O-].[Na+].[Na+] (Na2CO3), ClC1=NC=2N(C(=C1)N(C(OC(C)(C)C)=O)C1CC1)N=CC2C=O (tert-butyl 5-chloro-3-formylpyrazolo[1,5-a]pyrimidin-7-yl(cyclopropyl)carbamate). The reagents and catalysts are C=1C=CC(=CC1)[P](C=2C=CC=CC2)(C=3C=CC=CC3)[Pd]([P](C=4C=CC=CC4)(C=5C=CC=CC5)C=6C=CC=CC6)([P](C=7C=CC=CC7)(C=8C=CC=CC8)C=9C=CC=CC9)[P](C=1C=CC=CC1)(C=1C=CC=CC1)C=1C=CC=CC1 (tetrakis(triphenylphosphine)palladium(0)). Run in COCCOC.CCO (1,2-dimethoxyethane EtOH). Conditions: temperature 95 celsius, time 3 hour. Yields the product C(C)(C)(C)OC(=O)N(C1=CC(=NC=2N1N=CC2C=O)C2=CC=C(S2)C(=O)O)C2CC2 (5-(7-(tert-butoxycarbonyl(cyclopropyl)amino)-3-formylpyrazolo[1,5-a]pyrimidin-5-yl)thiophene-2-carboxylic acid). Isolated yield 35.4%. As a reaction SMILES: Cl[C:2]1[CH:7]=[C:6]([N:8]([CH:16]2[CH2:18][CH2:17]2)[C:9](=[O:15])[O:10][C:11]([CH3:14])([CH3:13])[CH3:12])[N:5]2[N:19]=[CH:20][C:21]([CH:22]=[O:23])=[C:4]2[N:3]=1.[C:24]([C:27]1[S:28][C:29](B(O)O)=[CH:30][CH:31]=1)([OH:26])=[O:25].C([O-])([O-])=O.[Na+].[Na+]>C1C=CC([P]([Pd]([P](C2C=CC=CC=2)(C2C=CC=CC=2)C2C=CC=CC=2)([P](C2C=CC=CC=2)(C2C=CC=CC=2)C2C=CC=CC=2)[P](C2C=CC=CC=2)(C2C=CC=CC=2)C2C=CC=CC=2)(C2C=CC=CC=2)C2C=CC=CC=2)=CC=1.COCCOC.CCO>[C:11]([O:10][C:9]([N:8]([CH:16]1[CH2:18][CH2:17]1)[C:6]1[N:5]2[N:19]=[CH:20][C:21]([CH:22]=[O:23])=[C:4]2[N:3]=[C:2]([C:29]2[S:28][C:27]([C:24]([OH:26])=[O:25])=[CH:31][CH:30]=2)[CH:7]=1)=[O:15])([CH3:14])([CH3:13])[CH3:12] |f:2.3.4,6.7,^1:44,46,65,84|. Reported procedure: To tert-butyl 5-chloro-3-formylpyrazolo[1,5-a]pyrimidin-7-yl(cyclopropyl)carbamate (1 g, 2.97 mmol) in 30 mL of a 2:1 mixture of 1,2-dimethoxyethane/EtOH was added 2-carboxythiophene-5-boronic acid (766 mg, 4.45 mmol), tetrakis(triphenylphosphine)palladium(0) (171 mg, 0.148 mmol), and 2M aqueous solution of Na2CO3 (4.45 mL, 8.91 mmol). The mixture was stirred at 95° C. for 3 hours then cooled to room temperature and partitioned between 2N NaOH and ethyl acetate. The layers were separated and the... The product is CCOC(=O)Cn1ncc2c1CCCC2N(C)S(=O)(=O)c1cc(C(F)(F)F)cc(S(C)(=O)=O)c1. Reactants: CCOC(=O)Cn1ncc2c1CCCC2NS(=O)(=O)c1cc(C(F)(F)F)cc(S(C)(=O)=O)c1, CI. As a reaction SMILES: [CH2:1]([CH3:2])[O:3][C:4]([CH2:5][n:6]1[n:7][cH:8][c:9]2[c:14]1[CH2:13][CH2:12][CH2:11][CH:10]2[NH:15][S:16](=[O:17])(=[O:18])[c:19]1[cH:20][c:21]([S:29](=[O:30])(=[O:31])[CH3:32])[cH:22][c:23]([C:25]([F:26])([F:27])[F:28])[cH:24]1)=[O:33].[CH3:34][I:35]>>[CH2:1]([CH3:2])[O:3][C:4]([CH2:5][n:6]1[n:7][cH:8][c:9]2[c:14]1[CH2:13][CH2:12][CH2:11][CH:10]2[N:15]([S:16](=[O:17])(=[O:18])[c:19]1[cH:20][c:21]([S:29](=[O:30])(=[O:31])[CH3:32])[cH:22][c:23]([C:25]([F:26])([F:27])[F:28])[cH:24]1)[CH3:34])=[O:33]. The reactants are COC1=CC2=C(C(=C(O2)C)C=O)C=C1 (6-Methoxy-2-methylbenzofuran-3-carbaldehyde), COC=1C=C(C=C(C1OC)OC)Br (3,4,5-trimethoxybromobenzene). The reagents and catalysts are O=[Mn]=O (MnO2). The product is COC1=CC2C(C(=C(O2)C)C(=O)C2=CC(=C(C(=C2)OC)OC)OC)C=C1 ((6-methoxy-2-methyl-3a,7a-dihydro-benzofuran-3-yl)-(3,4,5-trimethoxy-phenyl)-methanone). RXN SMILES: [CH3:1][O:2][C:3]1[CH:14]=[CH:13][C:6]2[C:7]([CH:11]=[O:12])=[C:8]([CH3:10])[O:9][C:5]=2[CH:4]=1.[CH3:15][O:16][C:17]1[CH:18]=[C:19](Br)[CH:20]=[C:21]([O:25][CH3:26])[C:22]=1[O:23][CH3:24]>O=[Mn]=O>[CH3:1][O:2][C:3]1[CH:14]=[CH:13][CH:6]2[C:7]([C:11]([C:19]3[CH:20]=[C:21]([O:25][CH3:26])[C:22]([O:23][CH3:24])=[C:17]([O:16][CH3:15])[CH:18]=3)=[O:12])=[C:8]([CH3:10])[O:9][CH:5]2[CH:4]=1. Reported procedure: 6-Methoxy-2-methylbenzofuran-3-carbaldehyde was coupled with 3,4,5-trimethoxybromobenzene and subsequently oxidized by MnO2 in a manner similar to that described in Example 11 to afford compound 12. Reactants: COc1cc2ncnc(Oc3ccc(N)cc3C)c2cc1OC, ClC(Cl)Cl, O=C=Nc1ccc(F)cc1. Product: COc1cc2ncnc(Oc3ccc(NC(=O)Nc4ccc(F)cc4)cc3C)c2cc1OC. As a reaction SMILES: [CH3:1][O:2][c:3]1[cH:4][c:5]2[c:6]([O:15][c:16]3[c:17]([CH3:23])[cH:18][c:19]([NH2:20])[cH:21][cH:22]3)[n:7][cH:8][n:9][c:10]2[cH:11][c:12]1[O:13][CH3:14].[CH:34]([Cl:35])([Cl:36])[Cl:37].[F:24][c:25]1[cH:26][cH:27][c:28]([N:31]=[C:32]=[O:33])[cH:29][cH:30]1>>[CH3:1][O:2][c:3]1[cH:4][c:5]2[c:6]([O:15][c:16]3[c:17]([CH3:23])[cH:18][c:19]([NH:20][C:32]([NH:31][c:28]4[cH:27][cH:26][c:25]([F:24])[cH:30][cH:29]4)=[O:33])[cH:21][cH:22]3)[n:7][cH:8][n:9][c:10]2[cH:11][c:12]1[O:13][CH3:14]. Starting materials: O([C@@H]1[C@H](O)[C@@H](O)[C@H](O)[C@H](O1)CO)C (methyl α-D-glucopyranoside), CC1(C=2C=CC(=CC2C(CC1)(C)C)/C(=C/C1=CC=C(C(=O)Cl)C=C1)/C)C (p-[(E)-2-(5,6,7,8-tetrahydro-5,5,8,8-tetramethyl-2-naphthyl)-propenyl]-benzoyl chloride). The solvent is N1=CC=CC=C1 (pyridine), CCOCC (ether). Reaction conditions: temperature 0 celsius, time 16 hour. Product: CC1(C=2C=CC(=CC2C(CC1)(C)C)/C(=C/C1=CC=C(C(=O)O[C@H]2[C@@H](OC)O[C@@H]([C@H]([C@@H]2O)O)COC(C2=CC=C(C=C2)\C=C(/C)\C2=CC=3C(CCC(C3C=C2)(C)C)(C)C)=O)C=C1)/C)C (methyl 2,6-bis-O-[p-[(E)-2-(5,6,7,8-tetrahydro-5,5,8,8-tetramethyl-2-naphthyl)-propenyl]-benzoyl]-α-D-glucopyranoside), CC1(C=2C=CC(=CC2C(CC1)(C)C)/C(=C/C1=CC=C(C(=O)O[C@@H]2[C@H]([C@@H](OC)O[C@@H]([C@H]2O)COC(C2=CC=C(C=C2)\C=C(/C)\C2=CC=3C(CCC(C3C=C2)(C)C)(C)C)=O)O)C=C1)/C)C (methyl 3,6-bis-O-[p-[(E)-2-(5,6,7,8-tetrahydro-5,5,8,8-tetramethyl-2-naphthyl)-propenyl]-benzoyl]-α-D-glucopyranoside). RXN SMILES: [CH3:1][C:2]1([CH3:26])[CH2:11][CH2:10][C:9]([CH3:13])([CH3:12])[C:8]2[CH:7]=[C:6](/[C:14](/[CH3:25])=[CH:15]/[C:16]3[CH:24]=[CH:23][C:19]([C:20](Cl)=[O:21])=[CH:18][CH:17]=3)[CH:5]=[CH:4][C:3]1=2.[O:27]([CH3:39])[C@H:28]1[O:36][C@H:35]([CH2:37][OH:38])[C@@H:33]([OH:34])[C@H:31]([OH:32])[C@H:29]1[OH:30]>CCOCC.N1C=CC=CC=1>[CH3:1][C:2]1([CH3:26])[CH2:11][CH2:10][C:9]([CH3:13])([CH3:12])[C:8]2[CH:7]=[C:6](/[C:14](/[CH3:25])=[CH:15]/[C:16]3[CH:24]=[CH:23][C:19]([C:20]([O:30][C@@H:29]4[C@@H:31]([OH:32])[C@H:33]([OH:34])[C@@H:35]([CH2:37][O:38][C:20](=[O:21])[C:19]5[CH:23]=[CH:24][C:16](/[CH:15]=[C:14](/[C:6]6[CH:5]=[CH:4][C:3]7[C:2]([CH3:26])([CH3:1])[CH2:11][CH2:10][C:9]([CH3:13])([CH3:12])[C:8]=7[CH:7]=6)\[CH3:25])=[CH:17][CH:18]=5)[O:36][C@@H:28]4[O:27][CH3:39])=[O:21])=[CH:18][CH:17]=3)[CH:5]=[CH:4][C:3]1=2.[CH3:1][C:2]1([CH3:26])[CH2:11][CH2:10][C:9]([CH3:13])([CH3:12])[C:8]2[CH:7]=[C:6](/[C:14](/[CH3:25])=[CH:15]/[C:16]3[CH:24]=[CH:23][C:19]([C:20]([O:32][C@H:31]4[C@H:33]([OH:34])[C@@H:35]([CH2:37][O:38][C:20](=[O:21])[C:19]5[CH:23]=[CH:24][C:16](/[CH:15]=[C:14](/[C:6]6[CH:5]=[CH:4][C:3]7[C:2]([CH3:26])([CH3:1])[CH2:11][CH2:10][C:9]([CH3:13])([CH3:12])[C:8]=7[CH:7]=6)\[CH3:25])=[CH:17][CH:18]=5)[O:36][C@H:28]([O:27][CH3:39])[C@@H:29]4[OH:30])=[O:21])=[CH:18][CH:17]=3)[CH:5]=[CH:4][C:3]1=2. Reported procedure: A solution of 100 mmol of p-[(E)-2-(5,6,7,8-tetrahydro-5,5,8,8-tetramethyl-2-naphthyl)-propenyl]-benzoyl chloride in 450 ml of ether was added while stirring at 0° C. over a period of 1 hour to a solution of 19.5 g of methyl α-D-glucopyranoside in 500 ml of pyridine. The mixture was stirred at 0° C. for a further 4 hours and at room temperature for 16 hours and then evaporated to dryness. The residue was dissolved in ethyl acetate and the extract was washed with 3 N hydrochloric acid, water, sat...